This data is from the Open Reaction Database (ORD), a public repository of structured organic reaction records. The task is: describe an organic reaction: reactants, conditions, products, and yield Reactants: BrC=1C=C(C=NC1Cl)S(=O)(=O)N(C)C (5-bromo-6-chloro-N,N-dimethylpyridine-3-sulfonamide), C(CC(=O)OCC)(=O)OCC (diethyl malonate), [H-].[Na+] (sodium hydride). The solvent is C1CCOC1 (THF), C1CCOC1 (THF). Conditions: time 48 hour. Product: BrC=1C(=NC=C(C1)S(=O)(=O)N(C)C)C(C(=O)OCC)C(=O)OCC (diethyl {3-bromo-5-[(dimethylamino)sulfonyl]pyridin-2-yl}malonate). RXN SMILES: [Br:1][C:2]1[CH:3]=[C:4]([S:9]([N:12]([CH3:14])[CH3:13])(=[O:11])=[O:10])[CH:5]=[N:6][C:7]=1Cl.[C:15]([O:23][CH2:24][CH3:25])(=[O:22])[CH2:16][C:17]([O:19][CH2:20][CH3:21])=[O:18].[H-].[Na+]>C1COCC1>[Br:1][C:2]1[C:7]([CH:16]([C:17]([O:19][CH2:20][CH3:21])=[O:18])[C:15]([O:23][CH2:24][CH3:25])=[O:22])=[N:6][CH:5]=[C:4]([S:9]([N:12]([CH3:14])[CH3:13])(=[O:11])=[O:10])[CH:3]=1 |f:2.3|. Procedure: A solution of 5-bromo-6-chloro-N,N-dimethylpyridine-3-sulfonamide (400 mg; 1.34 mmol) and diethyl malonate (204 μl; 1.34 mmol) in anhydrous THF (2 ml) was added to a suspension of sodium hydride (53 mg; 1.34 mmol) in anhydrous THF (2 ml). The resulting mixture was stirred for 48 hours, then quenched by careful addition of a saturated solution of NH4Cl in water. EtOAc was added and the phases separated. The organic phase was washed with brine, dried on MgSO4, filtered and concentrated under reduc...